Dataset: the Open Reaction Database (ORD), a public repository of structured organic reaction records. Task: describe an organic reaction: reactants, conditions, products, and yield Reactants: ClCC(CC(=O)OC(C)(C)C)=O (t-butyl 4-chloro-3-oxobutanoate), N(=O)[O-].[Na+] (sodium nitrite), N(=O)O (nitrous acid). Yields the product ClCC(/C(/C(=O)OC(C)(C)C)=N/O)=O (t-butyl 4-chloro-2-(Z)-hydroximino-3-oxobutanoate). As a reaction SMILES: [Cl:1][CH2:2][C:3](=[O:12])[CH2:4][C:5]([O:7][C:8]([CH3:11])([CH3:10])[CH3:9])=[O:6].[N:13]([O-])=[O:14].[Na+].N(O)=O>>[Cl:1][CH2:2][C:3](=[O:12])/[C:4](=[N:13]/[OH:14])/[C:5]([O:7][C:8]([CH3:9])([CH3:11])[CH3:10])=[O:6] |f:1.2|. Procedure details: treating t-butyl 4-chloro-3-oxobutanoate with sodium nitrite or nitrous acid to produce t-butyl 4-chloro-2-(Z)-hydroximino-3-oxobutanoate;